From a dataset of the Open Reaction Database (ORD), a public repository of structured organic reaction records. describe an organic reaction: reactants, conditions, products, and yield Reactants: CN1CCCC1, N#C[Cu], N, CCCC(c1cc(Br)cs1)n1ccnc1. Yields the product CCCC(c1cc(C#N)cs1)n1ccnc1. RXN SMILES: [CH3:20][N:21]1[CH2:22][CH2:23][CH2:24][CH2:25]1.[Cu:16][C:17]#[N:18].[NH3:19].[n:1]1([CH:6]([CH2:7][CH2:8][CH3:9])[c:10]2[s:11][cH:12][c:13]([Br:15])[cH:14]2)[cH:2][n:3][cH:4][cH:5]1>>[n:1]1([CH:6]([CH2:7][CH2:8][CH3:9])[c:10]2[s:11][cH:12][c:13]([C:17]#[N:18])[cH:14]2)[cH:2][n:3][cH:4][cH:5]1.